Dataset: the Open Reaction Database (ORD), a public repository of structured organic reaction records. Task: describe an organic reaction: reactants, conditions, products, and yield The reactants are [H-].[Na+] (sodium hydride), C(C#C)Br (propargyl bromide), ClC1=C(C(=CC=C1)Cl)N=C1N(CCN1)O (2-[(2,6-dichlorophenyl)imino]-1-hydroxyimidazolidine), C1(CC(C(CC1)C(C)C)N(C=O)C1CC(CCC1C(C)C)C)C (dimenthylformamide). Run at time 30 minute. Product: Cl.ClC1=C(C(=CC=C1)Cl)N=C1N(CCN1)OCC#C (2-[(2,6-dichlorophenyl)imino]-1-(2-propynyloxy)imidazolidine hydrochloride). As a reaction SMILES: [H-].[Na+].[Cl:3][C:4]1[CH:9]=[CH:8][CH:7]=[C:6]([Cl:10])[C:5]=1[N:11]=[C:12]1[NH:16][CH2:15][CH2:14][N:13]1[OH:17].[CH:18]1(C)[CH2:23]CC(C(C)C)C(N(C2C(C(C)C)CCC(C)C2)C=O)[CH2:19]1.C(Br)C#C>>[ClH:3].[Cl:10][C:6]1[CH:7]=[CH:8][CH:9]=[C:4]([Cl:3])[C:5]=1[N:11]=[C:12]1[NH:16][CH2:15][CH2:14][N:13]1[O:17][CH2:23][C:18]#[CH:19] |f:0.1,5.6|. Procedure: 1.31 g. of sodium hydride (55% strength suspension) are added to a solution of 6.15 g. of 2-[(2,6-dichlorophenyl)imino]-1-hydroxyimidazolidine in 45 ml. of absolute dimenthylformamide at a temperature of 25°. After 30 minutes, 4.16 g. of propargyl bromide are added dropwise. After 30 minutes, the mixture is poured onto 500 ml. of a saturated solution of sodium chloride and the aqueous phase is extracted with ether. The ether extracts are washed with aqueous hydrochloric acid. The aqueous extract... Run at temperature 90 celsius. Yield: 98.6%. Procedure: This compound was prepared according to General Method 18 (EXAMPLE 45) from 3,4-difluoronitrobenzene (5.34 mL, 0.048 mol), R-(−)-2 amino-1-butanol (4.14 mL, 0.044 mol) and sodium bicarbonate (3.68 g, 0.044 mol) in 133 mL anhydrous DMF heated at 90° C. for 12 hrs to afford 9.9 g (99%) of (2R)-2-(2-fluoro-4-nitrophenyl)amino-1-butanol, a yellow oil, after flash chromatography (gradient elution, hexanes:ethyl acetate 95:5 to 50:50). Data for (2R)-2-(2-fluoro-4-nitrophenyl)amino-1-butanol: 1H NMR (5... Starting materials: FC=1C=C(C=CC1F)[N+](=O)[O-] (3,4-difluoronitrobenzene), CCC(CO)N (R-(−)-2 amino-1-butanol), C([O-])(O)=O.[Na+] (sodium bicarbonate). The solvent is CN(C)C=O (DMF). As a reaction SMILES: [F:1][C:2]1[CH:3]=[C:4]([N+:9]([O-:11])=[O:10])[CH:5]=[CH:6][C:7]=1F.[CH3:12][CH2:13][CH:14]([NH2:17])[CH2:15][OH:16].C(=O)(O)[O-].[Na+]>CN(C=O)C>[F:1][C:2]1[CH:3]=[C:4]([N+:9]([O-:11])=[O:10])[CH:5]=[CH:6][C:7]=1[NH:17][C@H:14]([CH2:13][CH3:12])[CH2:15][OH:16] |f:2.3|. The product is FC1=C(C=CC(=C1)[N+](=O)[O-])N[C@@H](CO)CC ((2R)-2-(2-fluoro-4-nitrophenyl)amino-1-butanol). Reactants: ClCCCCCCOC=1C(=CC=C2C(=CC(NC12)=O)NC1=C(C=NC=C1Cl)Cl)OC (8-(6-chlorohexyloxy)-4-(3,5-dichloropyridin-4-ylamino)-7-methoxyquinolin-2(1H)-one), ClCCCCCCOC=1C(=CC=C2C(=CC(NC12)=O)NC1=C(C=NC=C1Cl)Cl)OC (8-(6-chlorohexyloxy)-4-(3,5-dichloropyridin-4-ylamino)-7-methoxyquinolin-2(1H)-one), NCCCO (3-aminopropan-1-ol). Product: ClC=1C=NC=C(C1NC1=CC(NC2=C(C(=CC=C12)OC)OCCCCCCNCCCO)=O)Cl (4-(3,5-Dichloropyridin-4-ylamino)-8-(6-(3-hydroxypropylamino)hexyloxy)-7-methoxyquinolin-2(1H)-one). RXN SMILES: Cl[CH2:2][CH2:3][CH2:4][CH2:5][CH2:6][CH2:7][O:8][C:9]1[C:10]([O:29][CH3:30])=[CH:11][CH:12]=[C:13]2[C:18]=1[NH:17][C:16](=[O:19])[CH:15]=[C:14]2[NH:20][C:21]1[C:26]([Cl:27])=[CH:25][N:24]=[CH:23][C:22]=1[Cl:28].[NH2:31][CH2:32][CH2:33][CH2:34][OH:35]>>[Cl:28][C:22]1[CH:23]=[N:24][CH:25]=[C:26]([Cl:27])[C:21]=1[NH:20][C:14]1[C:13]2[C:18](=[C:9]([O:8][CH2:7][CH2:6][CH2:5][CH2:4][CH2:3][CH2:2][NH:31][CH2:32][CH2:33][CH2:34][OH:35])[C:10]([O:29][CH3:30])=[CH:11][CH:12]=2)[NH:17][C:16](=[O:19])[CH:15]=1. Reported procedure: The title compound was prepared from 8-(6-chlorohexyloxy)-4-(3,5-dichloropyridin-4-ylamino)-7-methoxyquinolin-2(1H)-one (Intermediate 4) and 3-aminopropan-1-ol following the procedure outlined in Example 18, Step 2 (modifications: 40° C., 24 h). 1H NMR (400 MHz, DMSO-d6): δ 8.67 (s, 2H), 7.85 (d, 1H), 7.00 (d, 1H), 4.68 (s, 1H), 3.95 (t, 2H), 3.88 (s, 3H), 3.43 (t, 2H), 2.59 (t, 2H), 2.52 (m, 2H), 1.74 (m, 2H), 1.54 (m, 2H), 1.48-1.28 (m, 6H) [NH's & OH not seen]; MS (ESI): 509.3. Starting materials: CCOC(=O)N1C(=O)c2ccccc2C1=O, CC#N, CCC(N)c1ccc(OC)c(OC2CCCC2)c1, [Na+], [Na+], O=C([O-])[O-], O. Yields the product CCC(c1ccc(OC)c(OC2CCCC2)c1)N1C(=O)c2ccccc2C1=O. Reaction SMILES: [C:25]([N:26]1[C:31](=[O:40])[c:32]2[c:33]([cH:36][cH:37][cH:38][cH:39]2)[C:34]1=[O:35])([O:27][CH2:28][CH3:29])=[O:30].[CH3:42][C:43]#[N:44].[CH:1]1([O:6][c:7]2[cH:8][c:9]([CH:15]([CH2:16][CH3:17])[NH2:18])[cH:10][cH:11][c:12]2[O:13][CH3:14])[CH2:2][CH2:3][CH2:4][CH2:5]1.[Na+:19].[Na+:20].[O-:21][C:22](=[O:23])[O-:24].[OH2:41]>>[CH:1]1([O:6][c:7]2[cH:8][c:9]([CH:15]([CH2:16][CH3:17])[N:18]3[C:31](=[O:40])[c:32]4[c:33]([cH:36][cH:37][cH:38][cH:39]4)[C:34]3=[O:35])[cH:10][cH:11][c:12]2[O:13][CH3:14])[CH2:2][CH2:3][CH2:4][CH2:5]1. The reactants are C(CCC)C1=NC(=C(C(N1CC1=CC=C(C=C1)C1=C(C=CC=C1)C1=NN=NN1C(C1=CC=CC=C1)(C1=CC=CC=C1)C1=CC=CC=C1)=O)CC)C (2-n-Butyl-3-(2'-(N-triphenylmethyl-tetrazol-5-yl)biphen-4-yl)methyl-5-ethyl-6-methylpyrimidin-4(3H)-one). The solvent is C(C)(=O)O (acetic acid), O (water), [Cl-].[Na+].O (brine). The product is C(CCC)C1=NC(=C(C(N1CC1=CC=C(C=C1)C1=C(C=CC=C1)C1=NN=NN1)=O)CC)C (2-n-Butyl-3-(2'-(tetrazol-5-yl)-biphen-4-yl)methyl-5-ethyl-6-methylpyrimidin-4(3H)-one). Reaction SMILES: [CH2:1]([C:5]1[N:10]([CH2:11][C:12]2[CH:17]=[CH:16][C:15]([C:18]3[CH:23]=[CH:22][CH:21]=[CH:20][C:19]=3[C:24]3[N:28](C(C4C=CC=CC=4)(C4C=CC=CC=4)C4C=CC=CC=4)[N:27]=[N:26][N:25]=3)=[CH:14][CH:13]=2)[C:9](=[O:48])[C:8]([CH2:49][CH3:50])=[C:7]([CH3:51])[N:6]=1)[CH2:2][CH2:3][CH3:4]>C(O)(=O)C.O.[Cl-].[Na+].O>[CH2:1]([C:5]1[N:10]([CH2:11][C:12]2[CH:13]=[CH:14][C:15]([C:18]3[CH:23]=[CH:22][CH:21]=[CH:20][C:19]=3[C:24]3[NH:28][N:27]=[N:26][N:25]=3)=[CH:16][CH:17]=2)[C:9](=[O:48])[C:8]([CH2:49][CH3:50])=[C:7]([CH3:51])[N:6]=1)[CH2:2][CH2:3][CH3:4] |f:3.4.5|. Procedure: A solution of 2-n-butyl-3-[(2'-(N-triphenylmethyl-tetrazol-5-yl)-biphen-4-yl)-methyl]-5-ethyl-6-methylpyrimidin-4(3H)-one (from Example 5) in 4 mL acetic acid and 2 mL water was stirred at room temperature for 6 hours. The reaction mixture was diluted with brine and extracted three times with ether. The combined organic material was washed with brine, was dried over MgSO4, was stripped of solvent in vacuo, and then was MPLC'd in 1 acetic acid/39 hexane/60 ethyl acetate to give the title compound... Reactants: [Cl-].[NH4+] (ammonium chloride), Cl (hydrochloric acid), [OH-].[Na+] (sodium hydroxide), [N+](=O)([O-])C=1C=C(C(=O)O)C=C(C1SC1=CC=CC=C1)S(N)(=O)=O (3-nitro-4-phenylthio-5-sulphamyl-benzoic acid). The reagents and catalysts are [Fe] (iron). Solvent: O (water). Reaction conditions: temperature 90 celsius. Yields the product NC=1C=C(C(=O)O)C=C(C1SC1=CC=CC=C1)S(N)(=O)=O (3-amino-4-phenylthio-5-sulphamyl-benzoic acid). As a reaction SMILES: [Cl-].[NH4+].Cl.[N+:4]([C:7]1[CH:8]=[C:9]([CH:13]=[C:14]([S:23](=[O:26])(=[O:25])[NH2:24])[C:15]=1[S:16][C:17]1[CH:22]=[CH:21][CH:20]=[CH:19][CH:18]=1)[C:10]([OH:12])=[O:11])([O-])=O.[OH-].[Na+]>[Fe].O>[NH2:4][C:7]1[CH:8]=[C:9]([CH:13]=[C:14]([S:23](=[O:25])(=[O:26])[NH2:24])[C:15]=1[S:16][C:17]1[CH:22]=[CH:21][CH:20]=[CH:19][CH:18]=1)[C:10]([OH:12])=[O:11] |f:0.1,4.5|. Reported procedure: A mixture of ammonium chloride (2.4 g), metallic iron powder (24 g), concentrated hydrochloric acid (0.1 ml), and water (60 ml) was heated to 90°C with stirring, and 3-nitro-4-phenylthio-5-sulphamyl-benzoic acid (10 g) was added in small portions during 2 hours. The reaction mixture was stirred on a steam bath for an additional 2 hours. After the addition of dilute sodium hydroxide until the pH was 8, the hot reaction mixture was filtered, and the filter-cake was washed with warm dilute sodium h... Starting materials: C(#C)[Si](C)(C)C (ethynyltrimethylsilane), ClC1=CC=CC2=C1C(N(CC=1N2C=NC1I)C)=O (7-chloro-4,5-dihydro-3-iodo-5-methyl-6H-imidazo[1,5-a][1,4]benzodiazepin-6-one). Reagents/catalysts: Cl[Pd]([P](C1=CC=CC=C1)(C2=CC=CC=C2)C3=CC=CC=C3)([P](C4=CC=CC=C4)(C5=CC=CC=C5)C6=CC=CC=C6)Cl (bis-(triphenylphosphine)-palladium(II) dichloride), [Cu]I (copper(I) iodide). The solvent is C(C)NCC (diethylamine). Yields the product ClC1=CC=CC2=C1C(N(CC=1N2C=NC1C#C[Si](C)(C)C)C)=O (7-chloro-4,5-dihydro-5-methyl-3-[(trimethylsilyl)ethynyl]-6H-imidazo[1,5-a][1,4]benzodiazepin-6-one). RXN SMILES: [Cl:1][C:2]1[C:7]2[C:8](=[O:18])[N:9]([CH3:17])[CH2:10][C:11]3[N:12]([CH:13]=[N:14][C:15]=3I)[C:6]=2[CH:5]=[CH:4][CH:3]=1.[C:19]([Si:21]([CH3:24])([CH3:23])[CH3:22])#[CH:20]>C(NCC)C.Cl[Pd](Cl)([P](C1C=CC=CC=1)(C1C=CC=CC=1)C1C=CC=CC=1)[P](C1C=CC=CC=1)(C1C=CC=CC=1)C1C=CC=CC=1.[Cu]I>[Cl:1][C:2]1[C:7]2[C:8](=[O:18])[N:9]([CH3:17])[CH2:10][C:11]3[N:12]([CH:13]=[N:14][C:15]=3[C:20]#[C:19][Si:21]([CH3:24])([CH3:23])[CH3:22])[C:6]=2[CH:5]=[CH:4][CH:3]=1 |^1:32,51|. Reported procedure: 3.73 g (10 mmol) of 7-chloro-4,5-dihydro-3-iodo-5-methyl-6H-imidazo[1,5-a][1,4]benzodiazepin-6-one was heated to boiling under reflux for 3 hours with 1.30 g (12.5 mmol) of ethynyltrimethylsilane, 70 mg of bis-(triphenylphosphine)-palladium(II) dichloride and 10 mg of copper(I) iodide in 30 ml of diethylamine. The reaction mixture was evaporated and the residue was chromatographed on silica gel while eluting with ethyl acetate/hexane (1:1). After crystallization from ethyl acetate and hexane the... Starting materials: CC(C)(C)c1cc(N)n(-c2ccc3ncccc3c2)n1, C1CCOC1, C[Si](C)(C)[N-][Si](C)(C)C, C=C(C)OC(=O)Cl, Cl, [Li+]. The product is C=C(C)OC(=O)Nc1cc(C(C)(C)C)nn1-c1ccc2ncccc2c1. RXN SMILES: [C:1]([CH3:2])([CH3:3])([CH3:4])[c:5]1[cH:6][c:7]([NH2:20])[n:8](-[c:10]2[cH:11][c:12]3[cH:13][cH:14][cH:15][n:16][c:17]3[cH:18][cH:19]2)[n:9]1.[CH2:39]1[O:40][CH2:41][CH2:42][CH2:43]1.[CH3:21][Si:22]([N-:23][Si:24]([CH3:25])([CH3:26])[CH3:27])([CH3:28])[CH3:29].[Cl:31][C:32](=[O:33])[O:34][C:35](=[CH2:36])[CH3:37].[ClH:38].[Li+:30]>>[C:1]([CH3:2])([CH3:3])([CH3:4])[c:5]1[cH:6][c:7]([NH:20][C:32](=[O:33])[O:34][C:35](=[CH2:36])[CH3:37])[n:8](-[c:10]2[cH:11][c:12]3[cH:13][cH:14][cH:15][n:16][c:17]3[cH:18][cH:19]2)[n:9]1. Starting materials: C1(C=CC(C=C1)=O)=O (1,4-benzoquinone), BrC(C1=C(C=CC=C1)C(Br)Br)Br (1,2-bis(dibromomethyl)benzene), [I-].[Na+] (sodium iodide). The solvent is CN(C=O)C (dimethylformamide). Reaction conditions: temperature 70 celsius, time 8 hour. Yields the product C1(C=CC(C2=CC3=CC=CC=C3C=C12)=O)=O (1,4-anthraquinone). Isolated yield 47.0%. Reaction SMILES: [C:1]1(=[O:8])[CH:6]=[CH:5][C:4](=[O:7])[CH:3]=[CH:2]1.Br[CH:10](Br)[C:11]1[CH:16]=[CH:15][CH:14]=[CH:13][C:12]=1[CH:17](Br)Br.[I-].[Na+]>CN(C)C=O>[C:1]1(=[O:8])[C:6]2[C:5](=[CH:10][C:11]3[C:12]([CH:17]=2)=[CH:13][CH:14]=[CH:15][CH:16]=3)[C:4](=[O:7])[CH:3]=[CH:2]1 |f:2.3|. Procedure: In an atmosphere of argon, 60 g (550 mmole) of 1,4-benzoquinone, 100 g (240 mmole) of 1,2-bis(dibromomethyl)benzene and 235 g (1.6 mole) of sodium iodide were dissolved into 850 ml of dry dimethylformamide. After the exothermic reaction was completed, the reaction solution was heated to 70° C. and stirred for 8 hours. After the reaction was completed, the formed crystals were separated by filtration and washed with methanol and water and 23 g (the yield: 47%) of light yellow needle crystals of 1...